Dataset: the Open Reaction Database (ORD), a public repository of structured organic reaction records. Task: describe an organic reaction: reactants, conditions, products, and yield Starting materials: FC1=C(C=C(C(=C1)F)[N+](=O)[O-])C (1,5-difluoro-2-methyl-4-nitrobenzene), [H-].[Na+] (NaH), oil, ClC1=NC=CC(=C1)O (2-chloropyridin-4-ol). Run in CN(C)C=O (DMF), CN(C)C=O (DMF). Run at time 5 minute. Yields the product ClC1=NC=CC(=C1)OC1=C(C=C(C(=C1)F)[N+](=O)[O-])C (2-chloro-4-(5-fluoro-2-methyl-4-nitrophenoxy)pyridine). Yield: 62.9%. Reaction SMILES: [H-].[Na+].[Cl:3][C:4]1[CH:9]=[C:8]([OH:10])[CH:7]=[CH:6][N:5]=1.F[C:12]1[CH:17]=[C:16]([F:18])[C:15]([N+:19]([O-:21])=[O:20])=[CH:14][C:13]=1[CH3:22]>CN(C=O)C>[Cl:3][C:4]1[CH:9]=[C:8]([O:10][C:12]2[CH:17]=[C:16]([F:18])[C:15]([N+:19]([O-:21])=[O:20])=[CH:14][C:13]=2[CH3:22])[CH:7]=[CH:6][N:5]=1 |f:0.1|. Reported procedure: To 60% NaH in mineral oil (0.119 g, 2.97 mmol), under an atmosphere of argon, was added anhydrous DMF (3 mL) and the slurry was cooled in an ice bath. To this suspension was added, in portions, a solution of 2-chloropyridin-4-ol (0.35 g, 2.70 mmol) in DMF (2 mL). The reaction mixture was stirred cold for 5 minutes and then allowed to warm to RT and stirred for 20 minutes. 1,5-difluoro-2-methyl-4-nitrobenzene (0.514 g, 2.97 mmol) was added and the reaction mixture heated at 90° C. for 3 hours, co... Reactants: C1(=CC=CC=C1)S(=O)(=O)CC1=C(C(=O)OC)C=C(C=C1)C1=CN=CO1 (methyl 2-(benzenesulphonylmethyl)-5-(oxazol-5-yl)benzoate), O1C=C(C=C1)B(O)O (furan-3-yl boronic acid), BrC=1C(=C(C(=O)OC)C(=CC1)CS(=O)(=O)C1=C(C=CC=C1)C=CCO)OC (methyl 3-bromo-6-((2-(3-hydroxyprop-1-enyl)benzenesulfonyl)methyl)-2-methoxybenzoate), C1(=CC=CC=C1)S(=O)(=O)CC1=CC=C(C(=C1C(=O)OCC)OC)Br (ethyl 6-(benzenesulphonylmethyl)-3-bromo-2-methoxy-benzoate). Product: O1C=C(C=C1)C=1C(=C(C(=O)OC)C(=CC1)CS(=O)(=O)C1=C(C=CC=C1)C=CCO)OC (Methyl 3-(furan-3-yl)-6-((2-(3-hydroxyprop-1-enyl)benzenesulfonyl)methyl)-2-methoxybenzoate). As a reaction SMILES: C1(S(CC2C=[CH:19][C:18]([C:21]3[O:25][CH:24]=NC=3)=CC=2C(OC)=O)(=O)=O)C=CC=CC=1.Br[C:27]1[C:28]([O:51][CH3:52])=[C:29]([C:34]([CH2:37][S:38]([C:41]2[CH:46]=[CH:45][CH:44]=[CH:43][C:42]=2[CH:47]=[CH:48][CH2:49][OH:50])(=[O:40])=[O:39])=[CH:35][CH:36]=1)[C:30]([O:32][CH3:33])=[O:31].C1(S(CC2C(C(OCC)=O)=C(OC)C(Br)=CC=2)(=O)=O)C=CC=CC=1.O1C=CC(B(O)O)=C1>>[O:25]1[CH:21]=[CH:18][C:19]([C:27]2[C:28]([O:51][CH3:52])=[C:29]([C:34]([CH2:37][S:38]([C:41]3[CH:46]=[CH:45][CH:44]=[CH:43][C:42]=3[CH:47]=[CH:48][CH2:49][OH:50])(=[O:39])=[O:40])=[CH:35][CH:36]=2)[C:30]([O:32][CH3:33])=[O:31])=[CH:24]1. Procedure: Prepared by proceeding in a similar manner to Intermediate 42, starting from methyl 3-bromo-6-((2-(3-hydroxyprop-1-enyl)benzenesulfonyl)methyl)-2-methoxybenzoate (mixture of E and Z isomers, Intermediate 60) and furan-3-yl boronic acid. Reactants: O=C(CC(=O)Nc1ccccc1C(=O)O)Nc1ccccc1C(=O)O, c1ccncc1, O=Cc1cccs1. Product: O=C(Nc1ccccc1C(=O)O)C(=Cc1cccs1)C(=O)Nc1ccccc1C(=O)O. RXN SMILES: [O:1]=[C:2]([CH2:3][C:4](=[O:5])[NH:6][c:7]1[c:8]([C:9](=[O:10])[OH:11])[cH:12][cH:13][cH:14][cH:15]1)[NH:16][c:17]1[c:18]([C:19](=[O:20])[OH:21])[cH:22][cH:23][cH:24][cH:25]1.[cH:33]1[cH:34][cH:35][n:36][cH:37][cH:38]1.[s:26]1[c:27]([CH:31]=[O:32])[cH:28][cH:29][cH:30]1>>[O:1]=[C:2]([C:3]([C:4](=[O:5])[NH:6][c:7]1[c:8]([C:9](=[O:10])[OH:11])[cH:12][cH:13][cH:14][cH:15]1)=[CH:31][c:27]1[s:26][cH:30][cH:29][cH:28]1)[NH:16][c:17]1[c:18]([C:19](=[O:20])[OH:21])[cH:22][cH:23][cH:24][cH:25]1. Reactants: O.C1(=CC=C(C=C1)S(=O)(=O)O)C (p-toluenesulfonic acid monohydrate), CN1CC2=C(CC1)N=CS2 (5-Methyl-4,5,6,7-tetrahydrothiazolo[5,4-c]pyridine), resultant mixture. Solvent: CC(C)O (2-propanol), CC(C)O (2-propanol). Run at time 20 minute. Yields the product C1(=CC=C(C=C1)S(=O)(=O)O)C.CN1CC2=C(CC1)N=CS2 (5-Methyl-4,5,6,7-tetrahydrothiazolo[5,4-c]pyridine p-toluenesulfonic acid salt). Yield: 90.5%. RXN SMILES: [CH3:1][N:2]1[CH2:7][CH2:6][C:5]2[N:8]=[CH:9][S:10][C:4]=2[CH2:3]1.O.[C:12]1([CH3:22])[CH:17]=[CH:16][C:15]([S:18]([OH:21])(=[O:20])=[O:19])=[CH:14][CH:13]=1>CC(O)C>[C:12]1([CH3:22])[CH:13]=[CH:14][C:15]([S:18]([OH:21])(=[O:19])=[O:20])=[CH:16][CH:17]=1.[CH3:1][N:2]1[CH2:7][CH2:6][C:5]2[N:8]=[CH:9][S:10][C:4]=2[CH2:3]1 |f:1.2,4.5|. Reported procedure: 5-Methyl-4,5,6,7-tetrahydrothiazolo[5,4-c]pyridine (1.00 g) was dissolved in 2-propanol (10 mL) at room temperature, and p-toluenesulfonic acid monohydrate (1.23 g) was added thereto at room temperature, followed by stirring at room temperature for 20 minutes. When the resultant mixture was cooled to 0° C., a salt was crystallized out of the mixture. After the resultant mixture was stirred at 0° C. for 2 hours, the precipitated salt was collected by filtration, and was washed with 2-propanol (2 ... The reactants are C1(=CC=C(C=C1)S(=O)(=O)O)C (PTSA), S(O)(O)(=O)=O (sulfuric acid), C1(O)=CC=C(O)C=C1 (hydroquinone), CC(CC(C)(C)C)(C)C1=C(O)C=CC(=C1)O (mono-(1,1,3,3-tetramethylbutyl)hydroquinone), C1(=CC=C(C=C1)S(=O)(=O)O)C (p-toluenesulfonic acid), C1(O)=CC=C(O)C=C1 (hydroquinone), CC(=C)CC(C)(C)C (diisobutylene), S(O)(O)(=O)=O (sulfuric acid), CC(=C)CC(C)(C)C (diisobutylene). The solvent is O (water). Run at temperature 58 celsius. The product is CC(CC(C)(C)C)(C)C1=C(O)C=C(C(=C1)O)C(CC(C)(C)C)(C)C (2,5-bis(1,1,3,3-tetramethylbutyl)hydroquinone), product. Yield: 73.0%. RXN SMILES: C1(C)C=CC(S(O)(=O)=O)=CC=1.C1(C=CC(O)=CC=1)O.[CH3:20][C:21]([CH2:23][C:24]([CH3:27])([CH3:26])[CH3:25])=[CH2:22].S(=O)(=O)(O)O.[CH3:33][C:34]([C:41]1[CH:47]=[C:46]([OH:48])[CH:45]=[CH:44][C:42]=1[OH:43])([CH3:40])[CH2:35][C:36]([CH3:39])([CH3:38])[CH3:37]>O>[CH3:22][C:21]([C:45]1[CH:44]=[C:42]([OH:43])[C:41]([C:34]([CH3:40])([CH3:33])[CH2:35][C:36]([CH3:39])([CH3:38])[CH3:37])=[CH:47][C:46]=1[OH:48])([CH3:20])[CH2:23][C:24]([CH3:27])([CH3:26])[CH3:25]. Procedure details: To a 500 mL, 3-neck, round-bottom flask equipped with a stirrer, thermocouple and nitrogen are added 67 weight percent p-toluenesulfonic acid (PTSA) in water (33.5 g), hydroquinone (20.0 g, 0.18 moles), diisobutylene (101.8 g, 0.91 moles) and 95% aqueous sulfuric acid (11.2 g, 0.112 moles). This mixture is heated to 58° C. under a nitrogen blanket with stirring. After 14 hours reaction time at 58° C., diisobutylene (50 g) is added and the lower aqueous phase (containing PTSA, sulfuric acid, hydr...